Dataset: the Open Reaction Database (ORD), a public repository of structured organic reaction records. Task: describe an organic reaction: reactants, conditions, products, and yield Starting materials: C([C@H](O)C)(=O)O ((R)-lactic acid), ON1N=NC2=C1C=CC=C2 (1-hydroxybenzotriazole), Cl.C(C)N=C=NCCCN(C)C (1-ethyl-(3-dimethylaminopropyl)carbodiimide hydrochloride), Cl.COC1=CC=C(C=N1)C1=NC=2C3=C(C=NC2C=C1)CN(C(N3C3CCNCC3)=O)C (9-(6-methoxypyridin-3-yl)-3-methyl-1-(piperidin-4-yl)-3,4-dihydropyrimido[5,4-c][1,5]naphthyridin-2(1H)-one hydrochloride), Cl.COC1=CC=C(C=N1)C1=NC=2C3=C(C=NC2C=C1)CN(C(N3C3CCNCC3)=O)C (9-(6-methoxypyridin-3-yl)-3-methyl-1-(piperidin-4-yl)-3,4-dihydropyrimido[5,4-c][1,5]naphthyridin-2(1H)-one hydrochloride). Run in ClCCl (dichloromethane), ClCCl (dichloromethane), C(C)N(CC)CC (triethylamine), CO (methanol). Run at time 0.5 hour. Yields the product O[C@@H](C(=O)N1CCC(CC1)N1C(N(CC=2C=NC=3C=CC(=NC3C21)C=2C=NC(=CC2)OC)C)=O)C ((R)-1-(1-(2-hydroxypropanoyl)piperidin-4-yl)-9-(6-methoxypyridin-3-yl)-3-methyl-3,4-dihydropyrimido[5,4-c][1,5]naphthyridin-2(1H)-one). The yield is 81.4%. RXN SMILES: Cl.[CH3:2][O:3][C:4]1[N:9]=[CH:8][C:7]([C:10]2[CH:19]=[CH:18][C:17]3[N:16]=[CH:15][C:14]4[CH2:20][N:21]([CH3:31])[C:22](=[O:30])[N:23]([CH:24]5[CH2:29][CH2:28][NH:27][CH2:26][CH2:25]5)[C:13]=4[C:12]=3[N:11]=2)=[CH:6][CH:5]=1.[C:32](O)(=[O:36])[C@@H:33]([CH3:35])[OH:34].ON1C2C=CC=CC=2N=N1.Cl.C(N=C=NCCCN(C)C)C>CO.ClCCl.C(N(CC)CC)C>[OH:34][C@H:33]([CH3:35])[C:32]([N:27]1[CH2:28][CH2:29][CH:24]([N:23]2[C:13]3[C:12]4[N:11]=[C:10]([C:7]5[CH:8]=[N:9][C:4]([O:3][CH3:2])=[CH:5][CH:6]=5)[CH:19]=[CH:18][C:17]=4[N:16]=[CH:15][C:14]=3[CH2:20][N:21]([CH3:31])[C:22]2=[O:30])[CH2:25][CH2:26]1)=[O:36] |f:0.1,4.5|. Procedure: 9-(6-methoxypyridin-3-yl)-3-methyl-1-(piperidin-4-yl)-3,4-dihydropyrimido[5,4-c][1,5]naphthyridin-2(1H)-one hydrochloride (hydrochloride of Compound 114 (100 mg, 0.227 mmol)) and triethylamine (0.177 mL) were added to dichloromethane (20 mL), stirred at room temperature for 0.5 h, then to the system sequentially added (R)-lactic acid (26.7 mg, 0.296 mmol), 1-hydroxybenzotriazole (37.8 mg, 0.280 mmol) and 1-ethyl-(3-dimethylaminopropyl)carbodiimide hydrochloride (70.8 mg, 0.37 mmol). The reaction... The reactants are CCCC1=CC(=O)c2oc(Cc3ccc(OC)cc3)c(C)c2C1=O, CO, [Cl-], [N-]=[N+]=[N-], [NH4+], [Na+]. The product is CCCC1=C(N)C(=O)c2oc(Cc3ccc(OC)cc3)c(C)c2C1=O. As a reaction SMILES: [CH3:1][O:2][c:3]1[cH:4][cH:5][c:6]([CH2:7][c:8]2[o:9][c:10]3[c:11]([c:12]2[CH3:13])[C:14](=[O:22])[C:15]([CH2:19][CH2:20][CH3:21])=[CH:16][C:17]3=[O:18])[cH:23][cH:24]1.[CH3:31][OH:32].[Cl-:25].[N-:27]=[N+:28]=[N-:29].[NH4+:26].[Na+:30]>>[CH3:1][O:2][c:3]1[cH:4][cH:5][c:6]([CH2:7][c:8]2[o:9][c:10]3[c:11]([c:12]2[CH3:13])[C:14](=[O:22])[C:15]([CH2:19][CH2:20][CH3:21])=[C:16]([NH2:27])[C:17]3=[O:18])[cH:23][cH:24]1. The reactants are CC=1C=C(C=CC1SC)C(CC1=CC(=CC=C1)F)=O (1-{3-methyl-4-(methylthio)phenyl}-2-(3-fluorophenyl)-ethanone), oil, [H-].[Na+] (sodium hydride), BrC(C(=O)C#N)(C)C (α-bromoisobutyryl cyanide). Solvent: C1CCOC1 (THF), C1CCOC1 (THF). Conditions: time 8 hour. Product: CC1(OC(=C(C1=O)C1=CC(=CC=C1)F)C1=CC(=C(C=C1)SC)C)C (2,2-dimethyl-4-(3-fluorophenyl)-5-{3-methyl-4-(methylthio)phenyl}-3(2H)-furanone). Reaction SMILES: [CH3:1][C:2]1[CH:3]=[C:4]([C:10](=[O:19])[CH2:11][C:12]2[CH:17]=[CH:16][CH:15]=[C:14]([F:18])[CH:13]=2)[CH:5]=[CH:6][C:7]=1[S:8][CH3:9].[H-].[Na+].Br[C:23]([CH3:29])([CH3:28])[C:24](C#N)=[O:25]>C1COCC1>[CH3:28][C:23]1([CH3:29])[C:24](=[O:25])[C:11]([C:12]2[CH:17]=[CH:16][CH:15]=[C:14]([F:18])[CH:13]=2)=[C:10]([C:4]2[CH:5]=[CH:6][C:7]([S:8][CH3:9])=[C:2]([CH3:1])[CH:3]=2)[O:19]1 |f:1.2|. Procedure details: 437 mg of 1-{3-methyl-4-(methylthio)phenyl}-2-(3-fluorophenyl)-ethanone in 50 ml dry THF was stirred with 67 mg of 60% oil dispersion of sodium hydride for an hour at 0° C., which was followed by dropwise addition of 0.8 ml α-bromoisobutyryl cyanide diluted with 25 ml THF. The reaction solution was slowly warmed to room temperature and was stirred overnight. Then the solvent was removed in vacuo and the resulting residue was extracted with 50 ml water and dichloromethane (50 ml×3). The organic l... Reactants: CCOc1ccc(C=O)cc1, Cc1ccccc1, ONC1CCCC1, O, Cc1ccc(S(=O)(=O)O)cc1. Yields the product CCOc1ccc(C=[N+]([O-])C2CCCC2)cc1. Reaction SMILES: [CH2:1]([CH3:2])[O:3][c:4]1[cH:5][cH:6][c:7]([CH:8]=[O:9])[cH:10][cH:11]1.[CH3:31][c:32]1[cH:33][cH:34][cH:35][cH:36][cH:37]1.[CH:12]1([NH:17][OH:18])[CH2:13][CH2:14][CH2:15][CH2:16]1.[OH2:19].[c:20]1([CH3:21])[cH:22][cH:23][c:24]([S:25]([OH:26])(=[O:27])=[O:28])[cH:29][cH:30]1>>[CH2:1]([CH3:2])[O:3][c:4]1[cH:5][cH:6][c:7]([CH:8]=[N+:17]([CH:12]2[CH2:13][CH2:14][CH2:15][CH2:16]2)[O-:18])[cH:10][cH:11]1. The reactants are CO, COc1c(F)c(C(=O)O)c2nc(N)[nH]c2c1F. Product: COC(=O)c1c(F)c(OC)c(F)c2[nH]c(N)nc12. RXN SMILES: [CH3:18][OH:19].[NH2:1][c:2]1[n:3][c:4]2[c:5]([nH:6]1)[c:7]([F:17])[c:8]([O:15][CH3:16])[c:9]([F:14])[c:10]2[C:11](=[O:12])[OH:13]>>[NH2:1][c:2]1[n:3][c:4]2[c:5]([nH:6]1)[c:7]([F:17])[c:8]([O:15][CH3:16])[c:9]([F:14])[c:10]2[C:11]([O:12][CH3:18])=[O:13]. Starting materials: COC(=O)c1cccc(C(C)NC(=O)OC(C)(C)C)c1, ClCCl, O=C(O)C(F)(F)F. Yields the product COC(=O)c1cccc(C(C)N)c1. Reaction SMILES: [C:1]([O:2][C:3](=[O:4])[NH:8][CH:9]([CH3:10])[c:11]1[cH:12][c:13]([C:14](=[O:15])[O:16][CH3:17])[cH:18][cH:19][cH:20]1)([CH3:5])([CH3:6])[CH3:7].[Cl:28][CH2:29][Cl:30].[OH:21][C:22]([C:23]([F:24])([F:25])[F:26])=[O:27]>>[NH2:8][CH:9]([CH3:10])[c:11]1[cH:12][c:13]([C:14](=[O:15])[O:16][CH3:17])[cH:18][cH:19][cH:20]1.